Dataset: the Open Reaction Database (ORD), a public repository of structured organic reaction records. Task: describe an organic reaction: reactants, conditions, products, and yield Reactants: O (Water), OC1=CC=C(C=O)C=C1 (p-hydroxybenzaldehyde), C(CC(C)C)I (isoamyl iodide), C([O-])([O-])=O.[K+].[K+] (potassium carbonate). Run in CN(C=O)C (N,N-dimethylformamide). Conditions: time 2 day. The product is CC(CCOC1=CC=C(C=O)C=C1)C (p-(3-methylbutoxy)benzaldehyde). Isolated yield 94.5%. As a reaction SMILES: [OH:1][C:2]1[CH:9]=[CH:8][C:5]([CH:6]=[O:7])=[CH:4][CH:3]=1.[CH2:10](I)[CH2:11][CH:12]([CH3:14])[CH3:13].C(=O)([O-])[O-].[K+].[K+].O>CN(C)C=O>[CH3:13][CH:12]([CH3:14])[CH2:11][CH2:10][O:1][C:2]1[CH:9]=[CH:8][C:5]([CH:6]=[O:7])=[CH:4][CH:3]=1 |f:2.3.4|. Procedure: A mixture of 1.00 g of p-hydroxybenzaldehyde, 1.46 g of isoamyl iodide and 1.80 g of potassium carbonate in 15 ml of N,N-dimethylformamide was stirred at room temperature for 2 days. Water was added to the reaction mixture, and the product was extracted with ethyl acetate. The ethyl acetate layer was washed in sequence with 1N sodium hydroxide, water and saturated aqueous solution of sodium chloride, dried over anhydrous magnesium sulfate and concentrated under reduced pressure to give 1.34 g of...